Dataset: the Open Reaction Database (ORD), a public repository of structured organic reaction records. Task: describe an organic reaction: reactants, conditions, products, and yield Starting materials: CN(C1=NC=C(C(=C1)C)[N+](=O)[O-])[C@H]1CN(CC1)C=1C2=C(N=CN1)N(C=C2)COCC[Si](C)(C)C ((R)—N,4-dimethyl-5-nitro-N-(1-(7-((2-(trimethylsilyl)ethoxy)methyl)-7H-pyrrolo[2,3-d]pyrimidin-4-yl)pyrrolidin-3-yl)pyridin-2-amine), [NH4+].[Cl-] (NH4Cl), N.O (NH3.H2O), N(=O)[O-].[Na+] (NaNO2). Reagents/catalysts: [Fe] (iron). Solvent: C(C)O (ethanol), O (water). The product is CN(C=1C=C2C(=CN1)NN=C2)[C@H]2CN(CC2)C=2C1=C(N=CN2)N(C=C1)COCC[Si](C)(C)C ((R)—N-methyl-N-(1-(7-((2-(trimethylsilyl)ethoxy)methyl)-7H-pyrrolo[2,3-d]pyrimidin-4-yl)pyrrolidin-3-yl)-1H-pyrazolo[3,4-c]pyridin-5-amine). Yield: 33.0%. As a reaction SMILES: [CH3:1][N:2]([C@@H:13]1[CH2:17][CH2:16][N:15]([C:18]2[C:19]3[CH:26]=[CH:25][N:24]([CH2:27][O:28][CH2:29][CH2:30][Si:31]([CH3:34])([CH3:33])[CH3:32])[C:20]=3[N:21]=[CH:22][N:23]=2)[CH2:14]1)[C:3]1[CH:8]=[C:7]([CH3:9])[C:6]([N+:10]([O-])=O)=[CH:5][N:4]=1.[NH4+].[Cl-].[N:37]([O-])=O.[Na+].N.O>C(O)C.O.[Fe]>[CH3:1][N:2]([C@@H:13]1[CH2:17][CH2:16][N:15]([C:18]2[C:19]3[CH:26]=[CH:25][N:24]([CH2:27][O:28][CH2:29][CH2:30][Si:31]([CH3:34])([CH3:33])[CH3:32])[C:20]=3[N:21]=[CH:22][N:23]=2)[CH2:14]1)[C:3]1[CH:8]=[C:7]2[CH:9]=[N:37][NH:10][C:6]2=[CH:5][N:4]=1 |f:1.2,3.4,5.6|. Procedure: To a solution of (R)—N,4-dimethyl-5-nitro-N-(1-(7-((2-(trimethylsilyl)ethoxy)methyl)-7H-pyrrolo[2,3-d]pyrimidin-4-yl)pyrrolidin-3-yl)pyridin-2-amine (0.248 mmol) in ethanol (20 mL) and water (5 mL), was added iron powder (0.752 mmol) and NH4Cl (1.495 mmol). The mixture was stirred at refluxing temperature for 2 hours, cooled, and filtered. The filtrate was concentrated, and dissolved in CH3COOH (1.5 mL) and water (2.5 mL). NaNO2 (0.304 mmol) was then slowly added, and the mixture was stirred at ... Reactants: solid, O1COC2=C1C=CC=C2N2CCN(CC2)CCC2CCC(CC2)NC(C(C)(C)O)=O (N-{4-[2-(4-Benzo[1,3]dioxol-4-yl-piperazin-1-yl)-ethyl]-cyclohexyl}-2-hydroxy-2-methyl-propionamide), CI (methyl iodide). Yields the product O1COC2=C1C=CC=C2N2CCN(CC2)CC[C@@H]2CC[C@H](CC2)NC(C(C)(C)OC)=O (Trans-N-{4-[2-(4-Benzo[1,3]dioxol-4-yl-piperazin-1-yl)-ethyl]-cyclohexyl}-2-methoxy-2-methyl-propionamide). As a reaction SMILES: [O:1]1[C:5]2[CH:6]=[CH:7][CH:8]=[C:9]([N:10]3[CH2:15][CH2:14][N:13]([CH2:16][CH2:17][CH:18]4[CH2:23][CH2:22][CH:21]([NH:24][C:25](=[O:30])[C:26]([OH:29])([CH3:28])[CH3:27])[CH2:20][CH2:19]4)[CH2:12][CH2:11]3)[C:4]=2[O:3][CH2:2]1.[CH3:31]I>>[O:1]1[C:5]2[CH:6]=[CH:7][CH:8]=[C:9]([N:10]3[CH2:15][CH2:14][N:13]([CH2:16][CH2:17][C@H:18]4[CH2:19][CH2:20][C@H:21]([NH:24][C:25](=[O:30])[C:26]([O:29][CH3:31])([CH3:28])[CH3:27])[CH2:22][CH2:23]4)[CH2:12][CH2:11]3)[C:4]=2[O:3][CH2:2]1. Reported procedure: The title compound, white solid (3 mg, 13.1%), MS (ISP) m/z=432.4 [(M+H)+], was prepared in accordance with the general method of example 62 from N-{4-[2-(4-Benzo[1,3]dioxol-4-yl-piperazin-1-yl)-ethyl]-cyclohexyl}-2-hydroxy-2-methyl-propionamide (20 mg, 47.9 mmol) and methyl iodide.